From a dataset of the Open Reaction Database (ORD), a public repository of structured organic reaction records. describe an organic reaction: reactants, conditions, products, and yield The reactants are [BH4-], CCOC(C)=O, CO, CC(C)(C)C(=O)C(=Cc1cccnc1)Oc1ccc(Cl)cc1Cl, [Na+]. Yields the product CC(C)(C)C(O)C(=Cc1cccnc1)Oc1ccc(Cl)cc1Cl. Reaction SMILES: [BH4-:1].[CH3:28][CH2:29][O:30][C:31](=[O:32])[CH3:33].[CH3:3][OH:4].[Cl:5][c:6]1[c:7]([O:8][C:9](=[CH:10][c:11]2[cH:12][n:13][cH:14][cH:15][cH:16]2)[C:17]([C:18]([CH3:19])([CH3:20])[CH3:21])=[O:22])[cH:23][cH:24][c:25]([Cl:27])[cH:26]1.[Na+:2]>>[Cl:5][c:6]1[c:7]([O:8][C:9](=[CH:10][c:11]2[cH:12][n:13][cH:14][cH:15][cH:16]2)[CH:17]([C:18]([CH3:19])([CH3:20])[CH3:21])[OH:22])[cH:23][cH:24][c:25]([Cl:27])[cH:26]1. Reactants: NC1=CC2=C(N(C(CCC2(C)C)=O)C)C=C1 (7-Amino-1,5,5-trimethyl-1,3,4,5-tetrahydro-benzo[b]azepin-2-one), ClC1=NC=C(C(=N1)NC1=C(C=CC=C1)S(=O)(=O)C(C)C)Cl ((2,5-Dichloro-pyrimidin-4-yl)-[2-(propane-2-sulfonyl)-phenyl]-amine). Yields the product ClC=1C(=NC(=NC1)NC1=CC2=C(N(C(CCC2(C)C)=O)C)C=C1)NC1=C(C=CC=C1)S(=O)(=O)C(C)C (7-{5-Chloro-4-[2-(propane-2-sulfonyl)-phenylamino]-pyrimidin-2-ylamino}-1,5,5-trimethyl-1,3,4,5-tetrahydro-benzo[b]azepin-2-one). Isolated yield 28.8%. RXN SMILES: [NH2:1][C:2]1[CH:16]=[CH:15][C:5]2[N:6]([CH3:14])[C:7](=[O:13])[CH2:8][CH2:9][C:10]([CH3:12])([CH3:11])[C:4]=2[CH:3]=1.Cl[C:18]1[N:23]=[C:22]([NH:24][C:25]2[CH:30]=[CH:29][CH:28]=[CH:27][C:26]=2[S:31]([CH:34]([CH3:36])[CH3:35])(=[O:33])=[O:32])[C:21]([Cl:37])=[CH:20][N:19]=1>>[Cl:37][C:21]1[C:22]([NH:24][C:25]2[CH:30]=[CH:29][CH:28]=[CH:27][C:26]=2[S:31]([CH:34]([CH3:36])[CH3:35])(=[O:33])=[O:32])=[N:23][C:18]([NH:1][C:2]2[CH:16]=[CH:15][C:5]3[N:6]([CH3:14])[C:7](=[O:13])[CH2:8][CH2:9][C:10]([CH3:12])([CH3:11])[C:4]=3[CH:3]=2)=[N:19][CH:20]=1. Reported procedure: Following a procedure analogous to Example 113, 7-Amino-1,5,5-trimethyl-1,3,4,5-tetrahydro-benzo[b]azepin-2-one (35 mgs) and (2,5-Dichloro-pyrimidin-4-yl)-[2-(propane-2-sulfonyl)-phenyl]-amine (50 mgs) gave the title compound as an off-white solid (22 mgs). 1H-NMR (CDCl3, 400 MHz): 9.65 (s, 1H), 8.55 (d, J=8.3 Hz, 1H); 8.19 (s, 2H), 7.94 (d, J=8.1 Hz, 1H), 7.65-7.58 (m, 2H), 7.37 (s, 1H), 7.30-7.26 (m, 1H); 7.14-7.10 (m, 2H); 3.31 (s, 3H); 3.28-3.23 (m, 1H), 2.33-2.30 (m, 2H), 2.03 (broad s, 2H)... Reactants: C[O-], CSc1nc(=O)c(-c2cccc(C)c2)nn1C, CO, [Na+]. Yields the product COc1nc(=O)c(-c2cccc(C)c2)nn1C. Reaction SMILES: [CH3:18][O-:19].[CH3:1][n:2]1[n:3][c:4](-[c:11]2[cH:12][c:13]([CH3:17])[cH:14][cH:15][cH:16]2)[c:5](=[O:10])[n:6][c:7]1[S:8][CH3:9].[CH3:21][OH:22].[Na+:20]>>[CH3:1][n:2]1[n:3][c:4](-[c:11]2[cH:12][c:13]([CH3:17])[cH:14][cH:15][cH:16]2)[c:5](=[O:10])[n:6][c:7]1[O:19][CH3:18]. Reactants: C(C)OC(C(C)(OC1=CC(=CC=C1)NCCC1=CC=C(C=C1)C(F)(F)F)C)=O (2-Methyl-2-{3-[2-(4-trifluoromethyl-phenyl)-ethylamino]-phenoxy}-propionic acid ethyl ester), [Li+].[OH-] (LiOH). Run in C1CCOC1 (THF), O (water). Run at time 18 hour. Product: CC(C(=O)O)(C)OC1=CC(=CC=C1)NCCC1=CC=C(C=C1)C(F)(F)F (2-Methyl-2-{3-[2-(4-trifluoromethyl-phenyl)-ethylamino]-phenoxy}-propionic acid). The yield is 33.6%. Reaction SMILES: C([O:3][C:4](=[O:28])[C:5]([CH3:27])([O:7][C:8]1[CH:13]=[CH:12][CH:11]=[C:10]([NH:14][CH2:15][CH2:16][C:17]2[CH:22]=[CH:21][C:20]([C:23]([F:26])([F:25])[F:24])=[CH:19][CH:18]=2)[CH:9]=1)[CH3:6])C.[Li+].[OH-]>C1COCC1.O>[CH3:27][C:5]([O:7][C:8]1[CH:13]=[CH:12][CH:11]=[C:10]([NH:14][CH2:15][CH2:16][C:17]2[CH:18]=[CH:19][C:20]([C:23]([F:24])([F:26])[F:25])=[CH:21][CH:22]=2)[CH:9]=1)([CH3:6])[C:4]([OH:28])=[O:3] |f:1.2|. Procedure details: To a solution of 2-Methyl-2-{3-[2-(4-trifluoromethyl-phenyl)-ethylamino]-phenoxy}-propionic acid ethyl ester (0.24 g, 0.608 mmol) in THF (15 ml) was added a solution of LiOH (0.127 g, 3.03 mmol) in water (3.4 ml) and stirred at r.t. for 18 h. After evaporation of the solvent, the residue was diluted with ethyl acetate (100 ml); cool to 0° C., acidified with 1N HCl (pH˜3-4). The organic phase were washed with, brine (20 ml) and dried over Na2SO4 and concentrated to get 2-Methyl-2-{3-[2-(4-trifluo... The reactants are COc1ccc(CC=C(Br)Br)cc1, C1CCOC1, [Li]CCCC. Yields the product C#CCc1ccc(OC)cc1. Reaction SMILES: [Br:1][C:2](=[CH:3][CH2:4][c:5]1[cH:6][cH:7][c:8]([O:11][CH3:12])[cH:9][cH:10]1)[Br:13].[CH2:19]1[O:20][CH2:21][CH2:22][CH2:23]1.[CH3:14][CH2:15][CH2:16][CH2:17][Li:18]>>[CH:2]#[C:3][CH2:4][c:5]1[cH:6][cH:7][c:8]([O:11][CH3:12])[cH:9][cH:10]1. Reactants: Cl.C(C)N=C=NCCCN(C)C (1-Ethyl-3-(3′-dimethylaminopropyl)carbodiimide hydrochloride), C(=O)(OC(C)(C)C)N1[C@@H](C(=O)O)CCC1 (N-BOC-D-Proline), ClC=1C=C(CN2CCNCC2)C=CC1Cl (3,4-dichlorobenzylpiperazine). Solvent: C(Cl)Cl (methylene chloride). Reaction conditions: time 0.5 hour. Yields the product C(C)(C)(C)OC(=O)N1CCCC1 (N-(tert-butoxycarbonyl)pyrrolidine). The yield is 100.1%. RXN SMILES: Cl.C(N=C=NCCCN(C)C)C.[C:13]([N:20]1[CH2:27][CH2:26][CH2:25][C@@H:21]1C(O)=O)([O:15][C:16]([CH3:19])([CH3:18])[CH3:17])=[O:14].ClC1C=C(C=CC=1Cl)CN1CCNCC1>C(Cl)Cl>[C:16]([O:15][C:13]([N:20]1[CH2:27][CH2:26][CH2:25][CH2:21]1)=[O:14])([CH3:19])([CH3:17])[CH3:18] |f:0.1|. Procedure: 1-Ethyl-3-(3′-dimethylaminopropyl)carbodiimide hydrochloride (1.03 g, 7 mmol) was added to absolution of N-BOC-D-Proline (1.51 g, 7 mmol) in methylene chloride (12 ml) and the reaction mixture was stirred at room temperature. After 0.5 h, 3,4-dichlorobenzylpiperazine (1.32 g, 5.4 mmol) [prepared as described in Example 1] was added and the stirring was continued for 16 h. The reaction mixture was then quenched with water, basified with saturated sodium bicarbonate solution and extracted with eth...